From a dataset of the Open Reaction Database (ORD), a public repository of structured organic reaction records. describe an organic reaction: reactants, conditions, products, and yield The product is COCC(O)COc1cccc2c1CCNC2=O. The reactants are O=C([O-])[O-], COCC1CO1, CCO, [K+], [K+], O=C1NCCc2c(O)cccc21. Reaction SMILES: [C:13](=[O:14])([O-:15])[O-:16].[CH3:19][O:20][CH2:21][CH:22]1[CH2:23][O:24]1.[CH3:25][CH2:26][OH:27].[K+:17].[K+:18].[OH:1][c:2]1[c:3]2[c:8]([cH:9][cH:10][cH:11]1)[C:7](=[O:12])[NH:6][CH2:5][CH2:4]2>>[O:1]([c:2]1[c:3]2[c:8]([cH:9][cH:10][cH:11]1)[C:7](=[O:12])[NH:6][CH2:5][CH2:4]2)[CH2:23][CH:22]([CH2:21][O:20][CH3:19])[OH:24]. Starting materials: O=C([O-])[O-], COS(=O)(=O)OC, COC(=O)C(=CO)c1ccccc1COc1cccc(C(F)(F)F)n1, [K+], [K+], CN(C)C=O, O. Yields the product COC=C(C(=O)OC)c1ccccc1COc1cccc(C(F)(F)F)n1. As a reaction SMILES: [C:33](=[O:34])([O-:35])[O-:36].[CH3:1][O:2][S:3](=[O:4])(=[O:5])[O:6][CH3:7].[F:8][C:9]([c:10]1[cH:11][cH:12][cH:13][c:14]([O:16][CH2:17][c:18]2[c:19]([C:24]([C:25](=[O:26])[O:27][CH3:28])=[CH:29][OH:30])[cH:20][cH:21][cH:22][cH:23]2)[n:15]1)([F:31])[F:32].[K+:37].[K+:38].[O:40]=[CH:41][N:42]([CH3:43])[CH3:44].[OH2:39]>>[O:6]([CH3:7])[CH:29]=[C:24]([c:19]1[c:18]([CH2:17][O:16][c:14]2[cH:13][cH:12][cH:11][c:10]([C:9]([F:8])([F:31])[F:32])[n:15]2)[cH:23][cH:22][cH:21][cH:20]1)[C:25](=[O:26])[O:27][CH3:28]. The reactants are C(\C=C/C(=O)O)(=O)O (maleic acid), O1C=NC2=C1C=CC=C2 (benzooxazole), base. Solvent: CO (methanol), CO (methanol). Run at time 12 hour. Yields the product O1C(=NC2=C1C=CC=C2)C2CN(CC1=CC=CC=C21)C (Racemic 4-benzooxazol-2-yl-2-methyl-1,2,3,4-tetrahydroisoquinoline), C(\C=C/C(=O)O)(=O)O.O1C(=NC2=C1C=CC=C2)C2CN(CC1=CC=CC=C21)C (4-benzooxazol-2-yl-2-methyl-1,2,3,4-tetrahydroisoquinoline, maleate salt). Yield: 98.0%. As a reaction SMILES: [O:1]1[C:5]2[CH:6]=[CH:7][CH:8]=[CH:9][C:4]=2[N:3]=[CH:2]1.[C:10]([OH:17])(=[O:16])/[CH:11]=[CH:12]\[C:13]([OH:15])=[O:14]>CO>[O:1]1[C:5]2[CH:6]=[CH:7][CH:8]=[CH:9][C:4]=2[N:3]=[C:2]1[CH:11]1[C:12]2[C:13](=[CH:5][CH:6]=[CH:7][CH:8]=2)[CH2:2][N:3]([CH3:4])[CH2:10]1.[C:10]([OH:17])(=[O:16])/[CH:11]=[CH:12]\[C:13]([OH:15])=[O:14].[O:1]1[C:5]2[CH:6]=[CH:7][CH:8]=[CH:9][C:4]=2[N:3]=[C:2]1[CH:11]1[C:12]2[C:13](=[CH:5][CH:6]=[CH:7][CH:8]=2)[CH2:2][N:3]([CH3:4])[CH2:10]1 |f:4.5|. Procedure details: Racemic 4-benzooxazol-2-yl-2-methyl-1,2,3,4-tetrahydroisoquinoline was prepared by a method similar to the one described in Example 132, starting from benzooxazole (Steps A to B). The free base (20 mg, 0.076 mmol) was dissolved in methanol (5 mL) was added a solution of maleic acid (8 mg, 0.076 mmol) in methanol (2 mL) at 0° C. The solution was stirred at room temperature for 12 h, concentrated, and the residue was slurried with diethyl ether. Filtration provided the as a 4-benzooxazol-2-yl-2-me... Reactants: N1C=NC2=C1C=C(C=C2)N2C(C(=C(C2C2=C(C(=CC=C2)F)F)C)OC)=O (1-(1H-Benzo[d]imidazol-6-yl)-5-(2,3-difluorophenyl)-3-methoxy-4-methyl-1H-pyrrol-2(5H)-one), C(C)(=O)[O-].[NH4+] (Ammonium acetate). The solvent is CO (MeOH), CO (MeOH). Yields the product N1C=NC2=C1C=C(C=C2)N2C(C(=C([C@@H]2C2=C(C(=CC=C2)F)F)C)OC)=O ((R)-1-(1H-Benzo[d]imidazol-6-yl)-5-(2,3-difluorophenyl)-3-methoxy-4-methyl-1H-pyrrol-2(5H)-one). As a reaction SMILES: [NH:1]1[C:5]2[CH:6]=[C:7]([N:10]3[CH:14]([C:15]4[CH:20]=[CH:19][CH:18]=[C:17]([F:21])[C:16]=4[F:22])[C:13]([CH3:23])=[C:12]([O:24][CH3:25])[C:11]3=[O:26])[CH:8]=[CH:9][C:4]=2[N:3]=[CH:2]1.C([O-])(=O)C.[NH4+]>CO>[NH:1]1[C:5]2[CH:6]=[C:7]([N:10]3[C@@H:14]([C:15]4[CH:20]=[CH:19][CH:18]=[C:17]([F:21])[C:16]=4[F:22])[C:13]([CH3:23])=[C:12]([O:24][CH3:25])[C:11]3=[O:26])[CH:8]=[CH:9][C:4]=2[N:3]=[CH:2]1 |f:1.2|. Reported procedure: 20 mg/5 ml of 1-(1H-benzo[d]imidazol-6-yl)-5-(2,3-difluorophenyl)-3-methoxy-4-methyl-1H-pyrrol-2(5H)-one (which may be prepared in accordance with Example 8) were subjected to semi-prep chiral chromatography on a 250/21 Chirobiotic Tag (Supplier: Supelco), 5μ, detection: UV @ 214 nm, Mobile phase: 40% Ammonium acetate buffer (pH 4.0, 40 mM)/60% MeOH, isocratic, 10 ml/min, r.t., yield 8 mg as second eluting enantiomer, optical rotation c=0.5 g/100 ml (MeOH) αD2032 214.1° Starting materials: CC(C)(C)OC(=O)N1CC=C(c2c[nH]c3ccc(C#N)cc23)CC1, CCO. The product is CC(C)(C)OC(=O)N1CCC(c2c[nH]c3ccc(C#N)cc23)CC1. RXN SMILES: [C:1]([CH3:2])([CH3:3])([CH3:4])[O:5][C:6](=[O:7])[N:8]1[CH2:9][CH2:10][C:11]([c:14]2[cH:15][nH:16][c:17]3[cH:18][cH:19][c:20]([C:23]#[N:24])[cH:21][c:22]23)=[CH:12][CH2:13]1.[CH3:25][CH2:26][OH:27]>>[C:1]([CH3:2])([CH3:3])([CH3:4])[O:5][C:6](=[O:7])[N:8]1[CH2:9][CH2:10][CH:11]([c:14]2[cH:15][nH:16][c:17]3[cH:18][cH:19][c:20]([C:23]#[N:24])[cH:21][c:22]23)[CH2:12][CH2:13]1. The reactants are C(C1=CC=CC=C1)NC(=S)N (benzylthiourea), BrCC(C(=O)OCC)=O (ethyl bromopyruvate). Run in C(C)O (ethanol). Product: C(C1=CC=CC=C1)NC=1SC=C(N1)C(=O)OCC (Ethyl 2-benzylaminothiazole-4-carboxylate). RXN SMILES: [CH2:1]([NH:8][C:9]([NH2:11])=[S:10])[C:2]1[CH:7]=[CH:6][CH:5]=[CH:4][CH:3]=1.Br[CH2:13][C:14](=O)[C:15]([O:17][CH2:18][CH3:19])=[O:16]>C(O)C>[CH2:1]([NH:8][C:9]1[S:10][CH:13]=[C:14]([C:15]([O:17][CH2:18][CH3:19])=[O:16])[N:11]=1)[C:2]1[CH:7]=[CH:6][CH:5]=[CH:4][CH:3]=1. Procedure: The reaction described in Preparation 42 was repeated, but using 5.02 g of benzylthiourea, 5.87 g of ethyl bromopyruvate and 50 ml of ethanol, giving the title compound as pale yellow needles.